This data is from the Open Reaction Database (ORD), a public repository of structured organic reaction records. The task is: describe an organic reaction: reactants, conditions, products, and yield Starting materials: CN(C)C=O, CC(C)O, CNc1nc(Cl)ccc1[N+](=O)[O-], [H-], [Na+], OCc1ccccc1. The product is CNc1nc(OCc2ccccc2)ccc1[N+](=O)[O-]. As a reaction SMILES: [CH3:23][N:24]([CH3:25])[CH:26]=[O:27].[CH:28]([OH:29])([CH3:30])[CH3:31].[Cl:1][c:2]1[cH:3][cH:4][c:5]([N+:10](=[O:11])[O-:12])[c:6]([NH:8][CH3:9])[n:7]1.[H-:13].[Na+:14].[OH:15][CH2:16][c:17]1[cH:18][cH:19][cH:20][cH:21][cH:22]1>>[c:2]1([O:15][CH2:16][c:17]2[cH:18][cH:19][cH:20][cH:21][cH:22]2)[cH:3][cH:4][c:5]([N+:10](=[O:11])[O-:12])[c:6]([NH:8][CH3:9])[n:7]1. Starting materials: C(C1=CC=CC=C1)OC=1C=C2C=3CC(CCC3NC2=CC1)N (6-benzyloxy-3-amino-1,2,3,4-tetrahydro-9H-carbazole), C([O-])([O-])=O.[K+].[K+] (potassium carbonate), [I-].[Na+] (sodium iodide), C1(=CC=CC=C1)CCBr (2-phenyl-1-ethyl bromide). Run in C(C)#N (acetonitrile). Run at time 4 hour. The product is C(C1=CC=CC=C1)OC=1C=C2C=3CC(CCC3NC2=CC1)NCCC1=CC=CC=C1 (6-benzyloxy-3-(2-phenyleth-1-yl)amino-1,2,3,4-tetrahydro-9H-carbazole). The yield is 79.1%. Reaction SMILES: [CH2:1]([O:8][C:9]1[CH:10]=[C:11]2[C:19](=[CH:20][CH:21]=1)[NH:18][C:17]1[CH2:16][CH2:15][CH:14]([NH2:22])[CH2:13][C:12]2=1)[C:2]1[CH:7]=[CH:6][CH:5]=[CH:4][CH:3]=1.C(=O)([O-])[O-].[K+].[K+].[I-].[Na+].[C:31]1([CH2:37][CH2:38]Br)[CH:36]=[CH:35][CH:34]=[CH:33][CH:32]=1>C(#N)C>[CH2:1]([O:8][C:9]1[CH:10]=[C:11]2[C:19](=[CH:20][CH:21]=1)[NH:18][C:17]1[CH2:16][CH2:15][CH:14]([NH:22][CH2:38][CH2:37][C:31]3[CH:36]=[CH:35][CH:34]=[CH:33][CH:32]=3)[CH2:13][C:12]2=1)[C:2]1[CH:3]=[CH:4][CH:5]=[CH:6][CH:7]=1 |f:1.2.3,4.5|. Procedure details: To a solution of 0.32 gm (1.1 mMol) 6-benzyloxy-3-amino-1,2,3,4-tetrahydro-9H-carbazole in 8 mL acetonitrile were added 0.30 gm (1.68 mMol) potassium carbonate, 0.25 gm (1.68 mMol) sodium iodide and 0.23 mL (1.68 mMol) 2-phenyl-1-ethyl bromide. The resulting mixture was stirred 4 hours at room temperature followed by 5 hours at reflux. The reaction mixture was cooled to room temperature and then partitioned between dichloromethane and water. The aqueous phase was extracted well with dichlorometh... Reactants: ClC1=CC(=CC=C1)C(=O)OO (metachloroperbenzoic acid), C(C)OC(CN(CP(=O)(OC1=CC(=CC=C1)C)OC1=CC(=CC=C1)C)C(=O)SCC1=CC=CC=C1)=O (ethyl-N-[(benzylthio)carbonyl]-N-[bis(3-methylphenoxy)phosphinylmethyl]-glycinate). Solvent: C(Cl)Cl (methylene chloride). Run at temperature 0 celsius, time 5.25 hour. The product is C(C)OC(CN(CP(=O)(OC1=CC(=CC=C1)C)OC1=CC(=CC=C1)C)C(=O)S(=O)CC1=CC=CC=C1)=O (ethyl-N-[(benzylsulfinyl)carbonyl]-N-[bis(3-methylphenoxy)phosphinylmethyl]-glycinate). Reaction SMILES: [CH2:1]([O:3][C:4](=[O:36])[CH2:5][N:6]([C:26]([S:28][CH2:29][C:30]1[CH:35]=[CH:34][CH:33]=[CH:32][CH:31]=1)=[O:27])[CH2:7][P:8]([O:18][C:19]1[CH:24]=[CH:23][CH:22]=[C:21]([CH3:25])[CH:20]=1)([O:10][C:11]1[CH:16]=[CH:15][CH:14]=[C:13]([CH3:17])[CH:12]=1)=[O:9])[CH3:2].ClC1C=CC=C(C(OO)=[O:45])C=1>C(Cl)Cl>[CH2:1]([O:3][C:4](=[O:36])[CH2:5][N:6]([C:26]([S:28]([CH2:29][C:30]1[CH:31]=[CH:32][CH:33]=[CH:34][CH:35]=1)=[O:45])=[O:27])[CH2:7][P:8]([O:10][C:11]1[CH:16]=[CH:15][CH:14]=[C:13]([CH3:17])[CH:12]=1)([O:18][C:19]1[CH:24]=[CH:23][CH:22]=[C:21]([CH3:25])[CH:20]=1)=[O:9])[CH3:2]. Procedure: To a solution of ethyl-N-[(benzylthio)carbonyl]-N-[bis(3-methylphenoxy)phosphinylmethyl]-glycinate (2.6 g.; 0.005 mol.) dissolved in 25 ml. of methylene chloride at 0° C. was added metachloroperbenzoic acid (1.02 g.; 0.005 mol.). The reaction mixture was stirred at 0° C. for 5.25 hours, filtered and the filtrate was washed with 5% sodium hydroxide, dried, and concentrated in vacuo. To remove any remaining solvent, the residue was concentrated at 25° C. and 0.05 mm. and yielded ethyl-N-[(benzylsu... The reactants are amine, CC(=O)OCC1=C2C=CC=CC2=C(C3=CC=CC=C31)COC(=O)C (acetic). Run in C(C)(=O)O (acetic acid), C(C)(=O)O (acetic acid). The product is C(=O)C=C (acrolein), CC(=O)OCC1=C2C=CC=CC2=C(C3=CC=CC=C31)COC(=O)C (acetic). RXN SMILES: [CH3:1][C:2]([O:4][CH2:5][C:6]1[C:19]2[C:14](=[CH:15][CH:16]=[CH:17][CH:18]=2)[C:13]([CH2:20][O:21][C:22]([CH3:24])=[O:23])=[C:12]2[C:7]=1[CH:8]=[CH:9][CH:10]=[CH:11]2)=[O:3]>C(O)(=O)C>[CH:5]([CH:6]=[CH2:7])=[O:4].[CH3:24][C:22]([O:21][CH2:20][C:13]1[C:12]2[C:7](=[CH:8][CH:9]=[CH:10][CH:11]=2)[C:6]([CH2:5][O:4][C:2]([CH3:1])=[O:3])=[C:19]2[C:14]=1[CH:15]=[CH:16][CH:17]=[CH:18]2)=[O:23]. Procedure: Another embodiment of the invention utilizing the same amine groups in similar manner is the addition of one or more amine of Group A to a CAA having a high (>2,000 ppm) level of acetic acid. This high acetic acid-containing CAA feed stream may be fed to an acetic add distillation column, that is, a distillation column used for effectively reducing, by its distillation, acetic acid from the CAA. Distillation of the Group A-treated CAA yields a low acrolein (also now low acetic add) CAA. (The Gro...